This data is from the Open Reaction Database (ORD), a public repository of structured organic reaction records. The task is: describe an organic reaction: reactants, conditions, products, and yield Reactants: C1(=CC(=CC=C1)C)C (m-xylene), FC(C(=O)C(F)(F)F)(F)F (hexafluoroacetone). The reagents and catalysts are [Cl-].[Al+3].[Cl-].[Cl-] (aluminum chloride). Solvent: Cl (hydrochloric acid). Conditions: time 1 hour. Product: FC(C(C(F)(F)F)(O)C1=C(C=C(C=C1)C)C)(F)F (4-[2,2,2-trifluoro-1-hydroxy-1-(trifluoromethyl)ethyl]-1,3-dimethylbenzene). The yield is 89.0%. Reaction SMILES: [C:1]1([CH3:8])[CH:6]=[CH:5][CH:4]=[C:3]([CH3:7])[CH:2]=1.[F:9][C:10]([F:18])([F:17])[C:11]([C:13]([F:16])([F:15])[F:14])=[O:12]>[Cl-].[Al+3].[Cl-].[Cl-].Cl>[F:9][C:10]([F:18])([F:17])[C:11]([C:6]1[CH:5]=[CH:4][C:3]([CH3:7])=[CH:2][C:1]=1[CH3:8])([OH:12])[C:13]([F:16])([F:15])[F:14] |f:2.3.4.5|. Procedure: A 1 L reactor was charged under nitrogen with 100.0 g (0.94 mol) of m-xylene and 6.3 g (0.047 mol/0.05 eq) of aluminum chloride, followed by adjusting the inside temperature to 10° C. Then, 164.2 g (0.99 mol/1.05 eq) of hexafluoroacetone was introduced in a temperature range of 10-25° C. After the introduction, stirring was conducted at room temperature for 1 hr. Then, 100 mL of 10% hydrochloric acid was added. The resulting aqueous layer was extracted two times with 40 mL of chloroform. The res... Starting materials: Cc1nc(CC2OC(COC(=O)c3ccccc3)C(O)C2O)n2nc(Cl)ccc12, CO, N. Product: Cc1nc(CC2OC(CO)C(O)C2O)n2nc(Cl)ccc12. RXN SMILES: [C:1](=[O:2])([c:3]1[cH:4][cH:5][cH:6][cH:7][cH:8]1)[O:9][CH2:10][CH:11]1[CH:12]([OH:29])[CH:13]([OH:28])[CH:14]([CH2:16][c:17]2[n:18][c:19]([CH3:27])[c:20]3[n:21]2[n:22][c:23]([Cl:26])[cH:24][cH:25]3)[O:15]1.[CH3:31][OH:32].[NH3:30]>>[OH:9][CH2:10][CH:11]1[CH:12]([OH:29])[CH:13]([OH:28])[CH:14]([CH2:16][c:17]2[n:18][c:19]([CH3:27])[c:20]3[n:21]2[n:22][c:23]([Cl:26])[cH:24][cH:25]3)[O:15]1. Reactants: CS(=O)(=O)Oc1ccc(CCN)cc1, CC#N, CC(C)N1C(=O)C(Cl)=C(c2ccccc2)S1(=O)=O. Yields the product CC(C)N1C(=O)C(NCCc2ccc(OS(C)(=O)=O)cc2)=C(c2ccccc2)S1(=O)=O. Reaction SMILES: [CH3:19][S:20](=[O:21])(=[O:22])[O:23][c:24]1[cH:25][cH:26][c:27]([CH2:30][CH2:31][NH2:32])[cH:28][cH:29]1.[CH3:33][C:34]#[N:35].[Cl:1][C:2]1=[C:6]([c:7]2[cH:8][cH:9][cH:10][cH:11][cH:12]2)[S:5](=[O:13])(=[O:14])[N:4]([CH:15]([CH3:16])[CH3:17])[C:3]1=[O:18]>>[C:2]1([NH:32][CH2:31][CH2:30][c:27]2[cH:26][cH:25][c:24]([O:23][S:20]([CH3:19])(=[O:21])=[O:22])[cH:29][cH:28]2)=[C:6]([c:7]2[cH:8][cH:9][cH:10][cH:11][cH:12]2)[S:5](=[O:13])(=[O:14])[N:4]([CH:15]([CH3:16])[CH3:17])[C:3]1=[O:18]. The reactants are O=C1C(=CN=C(N1)C1=C(C=CC=C1)[N+](=O)[O-])C(=O)OCC (ethyl 1,6-dihydro-6-oxo-2-(2-nitrophenyl)pyrimidine-5-carboxylate), [H][H] (hydrogen), [H][H] (hydrogen). The reagents and catalysts are [Pd] (palladium on carbon). The solvent is C(C)O (ethanol). The product is O=C1C(=CN=C(N1)C1=C(C=CC=C1)N)C(=O)OCC (Ethyl 1,6-Dihydro-6-oxo-2-(2-aminophenyl)-pyrimidine-5-carboxylate). Isolated yield 54.7%. RXN SMILES: [O:1]=[C:2]1[NH:7][C:6]([C:8]2[CH:13]=[CH:12][CH:11]=[CH:10][C:9]=2[N+:14]([O-])=O)=[N:5][CH:4]=[C:3]1[C:17]([O:19][CH2:20][CH3:21])=[O:18].[H][H]>[Pd].C(O)C>[O:1]=[C:2]1[NH:7][C:6]([C:8]2[CH:13]=[CH:12][CH:11]=[CH:10][C:9]=2[NH2:14])=[N:5][CH:4]=[C:3]1[C:17]([O:19][CH2:20][CH3:21])=[O:18]. Procedure: A mixture of ethyl 1,6-dihydro-6-oxo-2-(2-nitrophenyl)pyrimidine-5-carboxylate (0.91 g., 3.14 mmoles), 10% palladium on carbon (0.34 g.) and ethanol (200 ml.) was shaken in an atmosphere of hydrogen at an initial pressure of 3.5 kg./cm2. After hydrogen uptake ceased, the mixture was filtered and the filtrate concentrated. The residue was recrystallized from acetonitrile to give the title compound (0.445 g., 54.5%), m.p. 228°-230° (decomp.). Reactants: CC1(C)CC(O)CC(C)(C)N1, [Li], [NH2-], COC(=O)CCc1cc(-n2nc3ccc(S(=O)(=O)c4ccccc4)cc3n2)c(O)c(C(C)(C)C)c1. Yields the product CC1(C)CC(OC(=O)CCc2cc(-n3nc4ccc(S(=O)(=O)c5ccccc5)cc4n3)c(O)c(C(C)(C)C)c2)CC(C)(C)N1. Reaction SMILES: [CH3:36][C:37]1([CH3:46])[NH:38][C:39]([CH3:44])([CH3:45])[CH2:40][CH:41]([OH:43])[CH2:42]1.[Li:47].[NH2-:48].[c:1]1([S:7](=[O:8])(=[O:9])[c:10]2[cH:11][c:12]3[c:13]([n:14][n:15](-[c:17]4[cH:18][c:19]([CH2:20][CH2:21][C:22](=[O:23])[O:24][CH3:25])[cH:26][c:27]([C:30]([CH3:31])([CH3:32])[CH3:33])[c:28]4[OH:29])[n:16]3)[cH:34][cH:35]2)[cH:2][cH:3][cH:4][cH:5][cH:6]1>>[c:1]1([S:7](=[O:8])(=[O:9])[c:10]2[cH:11][c:12]3[c:13]([n:14][n:15](-[c:17]4[cH:18][c:19]([CH2:20][CH2:21][C:22](=[O:23])[O:24][CH:25]5[CH2:36][C:37]([CH3:42])([CH3:46])[NH:38][C:39]([CH3:44])([CH3:45])[CH2:40]5)[cH:26][c:27]([C:30]([CH3:31])([CH3:32])[CH3:33])[c:28]4[OH:29])[n:16]3)[cH:34][cH:35]2)[cH:2][cH:3][cH:4][cH:5][cH:6]1. The reactants are CC1=C(C=CC=C1)P(C2=C(C=CC=C2)C)C3=C(C=CC=C3)C (P(o-tol)3), BrC1=CC2=C(NC(CCC2O)=O)N=C1 (3-bromo-5-hydroxy-6,7-dihydro-5H-pyrido[2,3-b]azepin-8(9H)-one), CN(C(C=C)=O)CC=1OC2=C(C1C)C=CC=C2 (N-methyl-N-((3-methylbenzofuran-2-yl)methyl)acrylamide), C(C)N(C(C)C)C(C)C ((i-Pr)2EtN). Reagents/catalysts: CC(=O)[O-].CC(=O)[O-].[Pd+2] (Pd(OAc)2). Solvent: CN(C)C=O (DMF). Run at temperature 130 celsius. Product: OC1C2=C(NC(CC1)=O)N=CC(=C2)/C=C/C(=O)N(CC=2OC1=C(C2C)C=CC=C1)C ((E)-3-(5-hydroxy-8-oxo-6,7,8,9-tetrahydro-5H-pyrido[2,3-b]azepin-3-yl)-N-methyl-N-((3-methylbenzofuran-2-yl)methyl)acrylamide). Yield: 72.5%. As a reaction SMILES: Br[C:2]1[CH:14]=[N:13][C:5]2[NH:6][C:7](=[O:12])[CH2:8][CH2:9][CH:10]([OH:11])[C:4]=2[CH:3]=1.[CH3:15][N:16]([CH2:21][C:22]1[O:23][C:24]2[CH:31]=[CH:30][CH:29]=[CH:28][C:25]=2[C:26]=1[CH3:27])[C:17](=[O:20])[CH:18]=[CH2:19].C(N(C(C)C)C(C)C)C.CC1C=CC=CC=1P(C1C=CC=CC=1C)C1C=CC=CC=1C>CN(C=O)C.CC([O-])=O.CC([O-])=O.[Pd+2]>[OH:11][CH:10]1[CH2:9][CH2:8][C:7](=[O:12])[NH:6][C:5]2[N:13]=[CH:14][C:2](/[CH:19]=[CH:18]/[C:17]([N:16]([CH3:15])[CH2:21][C:22]3[O:23][C:24]4[CH:31]=[CH:30][CH:29]=[CH:28][C:25]=4[C:26]=3[CH3:27])=[O:20])=[CH:3][C:4]1=2 |f:5.6.7|. Reported procedure: A suspension of 3-bromo-5-hydroxy-6,7-dihydro-5H-pyrido[2,3-b]azepin-8(9H)-one (40 mg, 0.16 mmol), N-methyl-N-((3-methylbenzofuran-2-yl)methyl)acrylamide (71 mg, 0.31 mmol) and (i-Pr)2EtN (0.14 mL, 0.78 mmol) in 3 mL of DMF) was de-oxygenated with Ar for 30 min in a microwave reaction vial. The mixture was treated with Pd(OAc)2 (4.0 mg, 0.02 mmol) and P(o-tol)3 (9.0 mg, 0.04 mmol) then heated to 130° C. for 5 min in the microwave. The hot mixture was filtered through a pad of celite and washed l... The reactants are CCC1Cc2ccccc2C1=O, ON=C1CCOc2ccccc21. Product: CCC1Cc2ccccc2C1=NO. As a reaction SMILES: [CH2:13]([CH3:14])[CH:15]1[C:16](=[O:24])[c:17]2[cH:18][cH:19][cH:20][cH:21][c:22]2[CH2:23]1.[O:1]1[c:2]2[c:3]([cH:4][cH:5][cH:6][cH:7]2)[C:8](=[N:11][OH:12])[CH2:9][CH2:10]1>>[N:11]([OH:12])=[C:16]1[CH:15]([CH2:13][CH3:14])[CH2:23][c:22]2[c:17]1[cH:18][cH:19][cH:20][cH:21]2.